This data is from the Open Reaction Database (ORD), a public repository of structured organic reaction records. The task is: describe an organic reaction: reactants, conditions, products, and yield The reactants are O (H2O), C(#N)C1=C(C=C(C=C1)C(CCCNCCC1=CC(=CC=C1)OC)(C=1N(C=NC1)C)NS(=O)C(C)(C)C)F (2-Methyl-propane-2-sulfinic acid [1-(4-cyano-3-fluoro-phenyl)-4-[2-(3-methoxy-phenyl)-ethylamino]-1-(3-methyl-3-H-imidazol-4-yl)-butyl]-amide), B(Br)(Br)Br (BBr3), solution. The solvent is C(Cl)Cl (CH2Cl2), C(Cl)Cl (CH2Cl2). Conditions: time 15 minute. Yields the product NC(CCCNCCC1=CC(=CC=C1)O)(C=1N(C=NC1)C)C1=CC(=C(C#N)C=C1)F (4-[1-amino-4-[2-(3-hydroxy-phenyl)-ethylamino]-1-(3-methyl-3H-imidazol-4-yl)-butyl]-2-fluoro-benzonitrile). As a reaction SMILES: [C:1]([C:3]1[CH:8]=[CH:7][C:6]([C:9]([NH:30]S(C(C)(C)C)=O)([C:24]2[N:25]([CH3:29])[CH:26]=[N:27][CH:28]=2)[CH2:10][CH2:11][CH2:12][NH:13][CH2:14][CH2:15][C:16]2[CH:21]=[CH:20][CH:19]=[C:18]([O:22]C)[CH:17]=2)=[CH:5][C:4]=1[F:37])#[N:2].B(Br)(Br)Br.O>C(Cl)Cl>[NH2:30][C:9]([C:6]1[CH:7]=[CH:8][C:3]([C:1]#[N:2])=[C:4]([F:37])[CH:5]=1)([C:24]1[N:25]([CH3:29])[CH:26]=[N:27][CH:28]=1)[CH2:10][CH2:11][CH2:12][NH:13][CH2:14][CH2:15][C:16]1[CH:21]=[CH:20][CH:19]=[C:18]([OH:22])[CH:17]=1. Procedure details: 2-Methyl-propane-2-sulfinic acid [1-(4-cyano-3-fluoro-phenyl)-4-[2-(3-methoxy-phenyl)-ethylamino]-1-(3-methyl-3-H-imidazol-4-yl)-butyl]-amide (0.075 g, 0.1427 mmol) was dissolved in CH2Cl2 (7 mL) with cooling in an ice-H2O bath, then treated with BBr3 (1 mL of a 1M solution in CH2Cl2, 1 mmol). After 15 min., H2O (3 mL) was added and the reaction mixture was concentrated in vacuo. The residue was dissolved in MeOH and stirred at ambient temperature for 15 min. Concentration to dryness gave the ti... Reactants: C(C)(C)(C)OC(=O)N[C@H](C(C(CCC1=CC=CC=C1)(F)F)O)CC1=CC=CC=C1 (N-t-butyloxycarbonyl-(1,6-diphenyl-3,3-difluoro-4(R,S)-hydroxy-5(S)-amino-hexane)), FC(C(=O)O)(F)F (trifluoroacetic acid). The solvent is ClCCl (dichloromethane). Conditions: time 1 hour. Yields the product C1(=CC=CC=C1)CCC(C([C@H](CC1=CC=CC=C1)N)O)(F)F (1,6-Diphenyl-3,3-difluoro-4(R,S)-hydroxy-5(S)amino-hexane). RXN SMILES: C(OC([NH:8][C@@H:9]([CH2:23][C:24]1[CH:29]=[CH:28][CH:27]=[CH:26][CH:25]=1)[CH:10]([OH:22])[C:11]([F:21])([F:20])[CH2:12][CH2:13][C:14]1[CH:19]=[CH:18][CH:17]=[CH:16][CH:15]=1)=O)(C)(C)C.FC(F)(F)C(O)=O>ClCCl>[C:14]1([CH2:13][CH2:12][C:11]([F:20])([F:21])[CH:10]([OH:22])[C@@H:9]([NH2:8])[CH2:23][C:24]2[CH:25]=[CH:26][CH:27]=[CH:28][CH:29]=2)[CH:19]=[CH:18][CH:17]=[CH:16][CH:15]=1. Reported procedure: To 1 gm of the resultant product from Example 6 was added 5 ml of trifluoroacetic acid and 5 ml of dichloromethane. After one hour at room temperature, the solution was concentrated to an oil. The oil was dissolved in 100 ml EtOAc and washed with saturated NaHCO3 solution. The organic layer was dried with anhydrous Na2SO4 and evaporation of the solvent in vacuo provided a white solid, 740 mg (98%). Mass spectrum: (M+1)=306. Reactants: FC(F)(F)[Si](C)(C)C ((trifluoromethyl)trimethylsilane), BrC=1C=C(C(=O)OC)C=C(C1)C=O (methyl 3-bromo-5-formylbenzoate), [F-].[K+] (potassium fluoride). Reagents/catalysts: CCCC[N+](CCCC)(CCCC)CCCC.[Br-] (tetra-N-butylammonium bromide). Run in C1(=CC=CC=C1)C (toluene). Run at time 20 minute. The product is BrC=1C=C(C(=O)OC)C=C(C1)C(C(F)(F)F)O (Methyl 3-bromo-5-(2,2,2-trifluoro-1-hydroxyethyl)benzoate). Reaction SMILES: [Br:1][C:2]1[CH:3]=[C:4]([CH:9]=[C:10]([CH:12]=[O:13])[CH:11]=1)[C:5]([O:7][CH3:8])=[O:6].[F-].[K+].[F:16][C:17]([Si](C)(C)C)([F:19])[F:18]>CCCC[N+](CCCC)(CCCC)CCCC.[Br-].C1(C)C=CC=CC=1>[Br:1][C:2]1[CH:3]=[C:4]([CH:9]=[C:10]([CH:12]([OH:13])[C:17]([F:19])([F:18])[F:16])[CH:11]=1)[C:5]([O:7][CH3:8])=[O:6] |f:1.2,4.5|. Reported procedure: To a stirred mixture of methyl 3-bromo-5-formylbenzoate (0.60 g, 2.5 mmol), tetra-N-butylammonium bromide (0.90 g, 2.8 mol), potassium fluoride (10 mg, 0.17 mmol), and toluene (10 mL) at −20° C. was added (trifluoromethyl)trimethylsilane (0.74 mL, 5.0 mmol). The reaction mixture was stirred for 20 min, and then quenched with water. To the mixture were added 1 M HCl aqueous solution (2 mL) and 1,4-dioxane (12 mL), and the mixture was stirred for 30 min. The aqueous phase was extracted with EtOAc ... Reactants: ClC1=NC=CC=C1S(=O)(=O)N(C1=NC=C(N=C1OC)C)C(=O)OCC(C)C (2-Chloro-N-(isobutoxycarbonyl)-N-(3-methoxy-5-methylpyrazin-2-yl)pyridine-3-sulphonamide), C(#N)C1=CC=C(C=C1)B(O)O (4-cyanophenylboronic acid), [F-].[K+] (potassium fluoride), O (water), resultant mixture, O (Water). The reagents and catalysts are C1(=CC=CC=C1)P([C-]1C=CC=C1)C1=CC=CC=C1.[C-]1(C=CC=C1)P(C1=CC=CC=C1)C1=CC=CC=C1.[Fe+2] (1,1'-bis(diphenylphosphino)ferrocene), C(C)(=O)[O-].[Pd+2].C(C)(=O)[O-] (palladium (II) acetate). The solvent is C1(=CC=CC=C1)C (toluene). Run at temperature 50 celsius. The product is C(#N)C1=CC=C(C=C1)C1=NC=CC=C1S(=O)(=O)N(C1=NC=C(N=C1OC)C)C(=O)OCC(C)C (2-(4-cyanophenyl)-N-isobutoxycarbonyl-N-(3-methoxy-5-methylpyrazin-2-yl)pyridine-3-sulphonamide). Isolated yield 82.5%. As a reaction SMILES: Cl[C:2]1[C:7]([S:8]([N:11]([C:21]([O:23][CH2:24][CH:25]([CH3:27])[CH3:26])=[O:22])[C:12]2[C:17]([O:18][CH3:19])=[N:16][C:15]([CH3:20])=[CH:14][N:13]=2)(=[O:10])=[O:9])=[CH:6][CH:5]=[CH:4][N:3]=1.[C:28]([C:30]1[CH:35]=[CH:34][C:33](B(O)O)=[CH:32][CH:31]=1)#[N:29].[F-].[K+].O>C1(C)C=CC=CC=1.C1(P(C2C=CC=CC=2)[C-]2C=CC=C2)C=CC=CC=1.[C-]1(P(C2C=CC=CC=2)C2C=CC=CC=2)C=CC=C1.[Fe+2].C([O-])(=O)C.[Pd+2].C([O-])(=O)C>[C:28]([C:30]1[CH:35]=[CH:34][C:33]([C:2]2[C:7]([S:8]([N:11]([C:21]([O:23][CH2:24][CH:25]([CH3:27])[CH3:26])=[O:22])[C:12]3[C:17]([O:18][CH3:19])=[N:16][C:15]([CH3:20])=[CH:14][N:13]=3)(=[O:10])=[O:9])=[CH:6][CH:5]=[CH:4][N:3]=2)=[CH:32][CH:31]=1)#[N:29] |f:2.3,6.7.8,9.10.11|. Reported procedure: A stirred mixture of 1,1'-bis(diphenylphosphino)ferrocene (0.532 g) and palladium (II) acetate (0.162 g) in deoxygenated toluene (95 ml) was heated at 50° C. under argon for 30 minutes then cooled to ambient temperature. 2-Chloro-N-(isobutoxycarbonyl)-N-(3-methoxy-5-methylpyrazin-2-yl)pyridine-3-sulphonamide (10 g), 4-cyanophenylboronic acid (8.47 g), potassium fluoride (8.37 g) and water (95 ml) were added and the resultant mixture was stirred and heated under reflux for 8 hours then cooled. Wa... Reactants: OC(C(C)C)(C=1N=CN(C1)C(C1=CC=CC=C1)(C1=CC=CC=C1)C1=CC=CC=C1)C1=CC=C(C=C1)B(O)O (4-[1-hydroxy-2-methyl-1-(1-trityl-1H-imidazol-4-yl)propyl]phenylboronic acid), BrC=1C=C(C(=O)NCC)C=CC1 (3-bromo-N-ethylbenzamide). The reagents and catalysts are C=1C=CC(=CC1)[P](C=2C=CC=CC2)(C=3C=CC=CC3)[Pd]([P](C=4C=CC=CC4)(C=5C=CC=CC5)C=6C=CC=CC6)([P](C=7C=CC=CC7)(C=8C=CC=CC8)C=9C=CC=CC9)[P](C=1C=CC=CC1)(C=1C=CC=CC1)C=1C=CC=CC1 (tetrakis(triphenylphosphine)palladium(0)). Product: C(C)NC(=O)C=1C=C(C=CC1)C1=CC=C(C=C1)C(C(C)C)(C=1N=CN(C1)C(C1=CC=CC=C1)(C1=CC=CC=C1)C1=CC=CC=C1)O (N-ethyl-4′-[1-hydroxy-2-methyl-1-(1-trityl-1H-imidazol-4-yl)propyl][1,1′-biphenyl]-3-carboxamide). Yield: 43.8%. As a reaction SMILES: [OH:1][C:2]([C:30]1[CH:35]=[CH:34][C:33](B(O)O)=[CH:32][CH:31]=1)([C:6]1[N:7]=[CH:8][N:9]([C:11]([C:24]2[CH:29]=[CH:28][CH:27]=[CH:26][CH:25]=2)([C:18]2[CH:23]=[CH:22][CH:21]=[CH:20][CH:19]=2)[C:12]2[CH:17]=[CH:16][CH:15]=[CH:14][CH:13]=2)[CH:10]=1)[CH:3]([CH3:5])[CH3:4].Br[C:40]1[CH:41]=[C:42]([CH:48]=[CH:49][CH:50]=1)[C:43]([NH:45][CH2:46][CH3:47])=[O:44]>C1C=CC([P]([Pd]([P](C2C=CC=CC=2)(C2C=CC=CC=2)C2C=CC=CC=2)([P](C2C=CC=CC=2)(C2C=CC=CC=2)C2C=CC=CC=2)[P](C2C=CC=CC=2)(C2C=CC=CC=2)C2C=CC=CC=2)(C2C=CC=CC=2)C2C=CC=CC=2)=CC=1>[CH2:46]([NH:45][C:43]([C:42]1[CH:41]=[C:40]([C:33]2[CH:34]=[CH:35][C:30]([C:2]([OH:1])([C:6]3[N:7]=[CH:8][N:9]([C:11]([C:12]4[CH:17]=[CH:16][CH:15]=[CH:14][CH:13]=4)([C:24]4[CH:29]=[CH:28][CH:27]=[CH:26][CH:25]=4)[C:18]4[CH:23]=[CH:22][CH:21]=[CH:20][CH:19]=4)[CH:10]=3)[CH:3]([CH3:4])[CH3:5])=[CH:31][CH:32]=2)[CH:50]=[CH:49][CH:48]=1)=[O:44])[CH3:47] |^1:54,56,75,94|. Reported procedure: By the reaction in the same manner as in Example 33-(ii) using 4-[1-hydroxy-2-methyl-1-(1-trityl-1H-imidazol-4-yl)propyl]phenylboronic acid (7.40 g, 14.7 mmol), 3-bromo-N-ethylbenzamide (2.20 g) and tetrakis(triphenylphosphine)palladium(0) (0.441 g), the title compound (2.56 g) was obtained as a yellow amorphous powder. Starting materials: BrCc1ccccc1, O=C([O-])[O-], Cc1cccc(O)c1[N+](=O)[O-], CN(C)C=O, [K+], [K+]. Product: Cc1cccc(OCc2ccccc2)c1[N+](=O)[O-]. Reaction SMILES: [Br:18][CH2:19][c:20]1[cH:21][cH:22][cH:23][cH:24][cH:25]1.[C:12](=[O:13])([O-:14])[O-:15].[CH3:1][c:2]1[c:3]([N+:9](=[O:10])[O-:11])[c:4]([OH:8])[cH:5][cH:6][cH:7]1.[CH3:26][N:27]([CH3:28])[CH:29]=[O:30].[K+:16].[K+:17]>>[CH3:1][c:2]1[c:3]([N+:9](=[O:10])[O-:11])[c:4]([O:8][CH2:19][c:20]2[cH:21][cH:22][cH:23][cH:24][cH:25]2)[cH:5][cH:6][cH:7]1. Starting materials: CC(=O)C=1C=CC(=CC1)O (4-hydroxyacetophenone), BrCCCO (1-bromo-3-propanol), C([O-])([O-])=O.[K+].[K+] (potassium carbonate), N#N (N2). Reagents/catalysts: C1COCCOCCOCCOCCOCCO1 (18-crown-6). The solvent is CC(=O)C (Acetone). Reaction conditions: time 30 minute. Yields the product OCCCOC1=CC=C(C=C1)C(C)=O (1-(4-(3-Hydroxypropoxy)phenyl)ethanone). Isolated yield 105.1%. As a reaction SMILES: [CH3:1][C:2]([C:4]1[CH:5]=[CH:6][C:7]([OH:10])=[CH:8][CH:9]=1)=[O:3].C(=O)([O-])[O-].[K+].[K+].N#N.Br[CH2:20][CH2:21][CH2:22][OH:23]>C1OCCOCCOCCOCCOCCOC1.CC(C)=O>[OH:23][CH2:22][CH2:21][CH2:20][O:10][C:7]1[CH:8]=[CH:9][C:4]([C:2](=[O:3])[CH3:1])=[CH:5][CH:6]=1 |f:1.2.3|. Reported procedure: 4-hydroxyacetophenone (10.0 g, 73.5 mmol), 18-crown-6 (0.2912 g, 1.1 mmol) and potassium carbonate (13.2 g, 95.5 mmol) were taken in a two neck round bottom flask equipped with a stir bar. The flask was vacuumed and refilled with N2 three times. Acetone (22 mL) was added through syringe and needle. The mixture was stirred at room temperature for 30 minutes, followed by addition of 1-bromo-3-propanol (7.8 mL, 88.1 mmol). The mixture was refluxed for 24 hours and then filtered. Acetone was removed... The reactants are NC=1C=C(C(=CC1)NCCC)C=1OC2=C(N1)C(=CC=C2)C (2-(3-amino-6-propylaminophenyl)-4-methylbenzoxazole), C1=CC2=C(C=C1C(=O)O)C(=O)OC2=O (1,2,4-benzenetricarboxylic anhydride). The product is CC1=CC=CC2=C1N=C(O2)C=2C=C(C=CC2NCCC)N2C(C1=CC=C(C=C1C2=O)C(=O)O)=O (2-[3-(4-Methylbenzoxazol-2-yl)-4-propylaminophenyl]-1,3-dioxo-2,3-dihydro-1H-isoindole-5-carboxylic acid). RXN SMILES: [NH2:1][C:2]1[CH:3]=[C:4]([C:12]2[O:13][C:14]3[CH:20]=[CH:19][CH:18]=[C:17]([CH3:21])[C:15]=3[N:16]=2)[C:5]([NH:8][CH2:9][CH2:10][CH3:11])=[CH:6][CH:7]=1.[CH:22]1[C:27]([C:28]([OH:30])=[O:29])=[CH:26][C:25]2[C:31]([O:33][C:34](=O)[C:24]=2[CH:23]=1)=[O:32]>>[CH3:21][C:17]1[C:15]2[N:16]=[C:12]([C:4]3[CH:3]=[C:2]([N:1]4[C:31](=[O:32])[C:25]5[C:24](=[CH:23][CH:22]=[C:27]([C:28]([OH:30])=[O:29])[CH:26]=5)[C:34]4=[O:33])[CH:7]=[CH:6][C:5]=3[NH:8][CH2:9][CH2:10][CH3:11])[O:13][C:14]=2[CH:20]=[CH:19][CH:18]=1. Procedure details: Prepared by the method of Example 15f), from 2-(3-amino-6-propylaminophenyl)-4-methylbenzoxazole (112 mg, 0.4 mmol) and 1,2,4-benzenetricarboxylic anhydride (96 mg, 0.5 mmol) the title compound was obtained (110 mg, 60%). 1H NMR (DMSO) δ 8.46(t, 1H), 8.41(dd, 1H), 8.03(s, 1H), 8.06(m, 2H), 7.61(m, 2H), 7.44(dd, 1H), 7.22(d, 1H), 7.00(d, 1H), 3.34(m, 2H), 2.44(s, 3H), 1.74(m, 2H), 1.06(t, 3H). MS 453.9 m/z (M−H)−. Starting materials: CO, CC(=O)C(=O)O, O=Cc1ccc(F)cc1, [K+], [OH-]. Product: O=C([O-])C(=O)C=Cc1ccc(F)cc1, [K+]. Reaction SMILES: [CH3:18][OH:19].[CH3:1][C:2](=[O:3])[C:4]([OH:5])=[O:6].[F:7][c:8]1[cH:9][cH:10][c:11]([CH:12]=[O:13])[cH:14][cH:15]1.[K+:17].[OH-:16]>>[CH:1]([C:2](=[O:3])[C:4]([O-:5])=[O:6])=[CH:12][c:11]1[cH:10][cH:9][c:8]([F:7])[cH:15][cH:14]1.[K+:17]. Reactants: O=C(N=C=S)c1ccccc1, Cc1nonc1CN, CO, N. Product: Cc1nonc1CNC(N)=S. Reaction SMILES: [C:9](=[O:10])([c:11]1[cH:12][cH:13][cH:14][cH:15][cH:16]1)[N:17]=[C:18]=[S:19].[CH3:1][c:2]1[c:3]([CH2:7][NH2:8])[n:4][o:5][n:6]1.[CH3:21][OH:22].[NH3:20]>>[CH3:1][c:2]1[c:3]([CH2:7][NH:8][C:18]([NH2:17])=[S:19])[n:4][o:5][n:6]1.